Dataset: the Open Reaction Database (ORD), a public repository of structured organic reaction records. Task: describe an organic reaction: reactants, conditions, products, and yield Reactants: CC1=CC=C(C=C1)CC(=O)O (4-methylphenyl acetic acid), BrN1C(CCC1=O)=O (N-bromosuccinimide), C(Cl)(Cl)(Cl)Cl (carbon tetrachloride), 2,2-azobis(isobutyronitrile). Solvent: O (water). Run at time 4 hour. The product is BrCC1=CC=C(C=C1)CC(=O)O (4-bromomethyl phenyl acetic acid). RXN SMILES: [CH3:1][C:2]1[CH:7]=[CH:6][C:5]([CH2:8][C:9]([OH:11])=[O:10])=[CH:4][CH:3]=1.[Br:12]N1C(=O)CCC1=O.C(Cl)(Cl)(Cl)Cl>O>[Br:12][CH2:1][C:2]1[CH:3]=[CH:4][C:5]([CH2:8][C:9]([OH:11])=[O:10])=[CH:6][CH:7]=1. Reported procedure: A mixture of 50 g (0.33 mol) of 4-methylphenyl acetic acid, 62 g (0.35mol) of N-bromosuccinimide, 200 ml of carbon tetrachloride and 0.1 g of 2,2-azobis(isobutyronitrile) are placed in a 500 ml flask and heated to reflux with stirring for 4 hours. After the reaction mixture is cooled to room temperature, it is poured into 500 ml of water. The obtained precipitate is filtered off, and then washed with water. After drying under an atmosphere of reduced pressure, 55 g of a white powder are obtained... Starting materials: COC(CCC1=NC(=CC=C1O)C#CC1=CC=C(C=C1)CC(=O)OC)=O (3-{3-hydroxy-6-[2-(4-methoxycarbonylmethylphenyl)-ethinyl]-2-pyridyl}-propionic acid-methyl ester). The reagents and catalysts are [Pd] (palladium). The solvent is CO (methanol). The product is COC(CCC1=NC(=CC=C1O)CCC1=CC=C(C=C1)CC(=O)OC)=O (3-{3-hydroxy-6-[2-(4-methoxycarbonylmethylphenyl)-ethyl]-2-pyridyl}-propionic acid-methyl ester). Yield: 52.6%. RXN SMILES: [CH3:1][O:2][C:3](=[O:26])[CH2:4][CH2:5][C:6]1[C:11]([OH:12])=[CH:10][CH:9]=[C:8]([C:13]#[C:14][C:15]2[CH:20]=[CH:19][C:18]([CH2:21][C:22]([O:24][CH3:25])=[O:23])=[CH:17][CH:16]=2)[N:7]=1>CO.[Pd]>[CH3:1][O:2][C:3](=[O:26])[CH2:4][CH2:5][C:6]1[C:11]([OH:12])=[CH:10][CH:9]=[C:8]([CH2:13][CH2:14][C:15]2[CH:16]=[CH:17][C:18]([CH2:21][C:22]([O:24][CH3:25])=[O:23])=[CH:19][CH:20]=2)[N:7]=1. Reported procedure: Under the conditions of example 14 A, a solution of 500 mg of 3-{3-hydroxy-6-[2-(4-methoxycarbonylmethylphenyl)-ethinyl]-2-pyridyl}-propionic acid-methyl ester in 5 ml of methanol is hydrogenated in the presence of 50 mg of 10% palladium catalyston activated carbon and worked up. The crude product is chromatographed on silica gel with hexane/0-30% ethyl acetate. 266 mg of 3-{3-hydroxy-6-[2-(4-methoxycarbonylmethylphenyl)-ethyl]-2-pyridyl}-propionic acid-methyl ester of melting point 90°-91° is o... The reactants are C1(=CC=CC=C1)C(=CCN1CCN(CC1)C1=CC=C(C(=O)O)C=C1)C1=CC=CC=C1 (4-(4-(3,3-diphenylallyl)piperazin-1-yl)benzoic acid), [N+](=O)([O-])C=1C=C(C=CC1)S(=O)(=O)N (3-nitrobenzenesulfonamide), Cl.C(C)N=C=NCCCN(C)C (1-ethyl-3-[3-(dimethylamino)propyl]-carbodiimide hydrochloride). Reagents/catalysts: CN(C1=CC=NC=C1)C (4-dimethylaminopyridine). The solvent is ClCCl (dichloromethane). Yields the product C1(=CC=CC=C1)C(=CCN1CCN(CC1)C1=CC=C(C(=O)NS(=O)(=O)C2=CC(=CC=C2)[N+](=O)[O-])C=C1)C1=CC=CC=C1 (4-[4-(3,3-diphenylprop-2-enyl)piperazin-1-yl]-N-[(3-nitrophenyl)sulfonyl]benzamide). Reaction SMILES: [C:1]1([C:7]([C:25]2[CH:30]=[CH:29][CH:28]=[CH:27][CH:26]=2)=[CH:8][CH2:9][N:10]2[CH2:15][CH2:14][N:13]([C:16]3[CH:24]=[CH:23][C:19]([C:20](O)=[O:21])=[CH:18][CH:17]=3)[CH2:12][CH2:11]2)[CH:6]=[CH:5][CH:4]=[CH:3][CH:2]=1.[N+:31]([C:34]1[CH:35]=[C:36]([S:40]([NH2:43])(=[O:42])=[O:41])[CH:37]=[CH:38][CH:39]=1)([O-:33])=[O:32].Cl.C(N=C=NCCCN(C)C)C>CN(C)C1C=CN=CC=1.ClCCl>[C:1]1([C:7]([C:25]2[CH:26]=[CH:27][CH:28]=[CH:29][CH:30]=2)=[CH:8][CH2:9][N:10]2[CH2:11][CH2:12][N:13]([C:16]3[CH:24]=[CH:23][C:19]([C:20]([NH:43][S:40]([C:36]4[CH:37]=[CH:38][CH:39]=[C:34]([N+:31]([O-:33])=[O:32])[CH:35]=4)(=[O:42])=[O:41])=[O:21])=[CH:18][CH:17]=3)[CH2:14][CH2:15]2)[CH:6]=[CH:5][CH:4]=[CH:3][CH:2]=1 |f:2.3|. Reported procedure: A suspension of EXAMPLE 1D (39.8 mg, 0.05 mmol), 3-nitrobenzenesulfonamide (20.2 mg, 0.05 mmol), 4-dimethylaminopyridine (24.4 mg, 0.1 mmol) and 1-ethyl-3-[3-(dimethylamino)propyl]-carbodiimide hydrochloride (38.4 mg, 0.1 mmol) in dichloromethane (3 ml) was stirred for 16 hours at room temperature. The reaction mixture was concentrated and purified by RP HPLC (Zorbax SB-C8, gradient 30% to 100% CH3CN/water/0.1% TFA). 1H NMR (500 MHz, dimethylsulfoxide-d6) δ 10.49 (br s, 1H), 8.68 (s, 1H), 8.43-8... The reactants are CC(C)O.Cl (IPA HCl), ClC=1C=C2C(=NC1)NC=C2C2=NC=C(C(=N2)NCC2N(CCC(C2)(F)F)C(=O)OC(C)(C)C)F (tert-butyl 2-((2-(5-chloro-1H-pyrrolo[2,3-b]pyridin-3-yl)-5-fluoropyrimidin-4-ylamino)methyl)-4,4-difluoropiperidine-1-carboxylate), ClC=1C=C2C(=NC1)NC=C2C2=NC=C(C(=N2)NCC2N(CCC(C2)(F)F)C(=O)OC(C)(C)C)F (tert-butyl 2-((2-(5-chloro-1H-pyrrolo[2,3-b]pyridin-3-yl)-5-fluoropyrimidin-4-ylamino)methyl)-4,4-difluoropiperidine-1-carboxylate), Cl.CC(C)O (propan-2-ol hydrochloride). The solvent is CC(C)O (2-propanol). Run at time 17 hour. The product is ClC=1C=C2C(=NC1)NC=C2C2=NC=C(C(=N2)NCC2NCCC(C2)(F)F)F (2-(5-chloro-1H-pyrrolo[2,3-b]pyridin-3-yl)-N-((4,4-difluoropiperidin-2-yl)methyl)-5-fluoropyrimidin-4-amine). Reaction SMILES: [Cl:1][C:2]1[CH:3]=[C:4]2[C:10]([C:11]3[N:16]=[C:15]([NH:17][CH2:18][CH:19]4[CH2:24][C:23]([F:26])([F:25])[CH2:22][CH2:21][N:20]4C(OC(C)(C)C)=O)[C:14]([F:34])=[CH:13][N:12]=3)=[CH:9][NH:8][C:5]2=[N:6][CH:7]=1.Cl.CC(O)C>CC(O)C>[Cl:1][C:2]1[CH:3]=[C:4]2[C:10]([C:11]3[N:16]=[C:15]([NH:17][CH2:18][CH:19]4[CH2:24][C:23]([F:26])([F:25])[CH2:22][CH2:21][NH:20]4)[C:14]([F:34])=[CH:13][N:12]=3)=[CH:9][NH:8][C:5]2=[N:6][CH:7]=1 |f:1.2|. Procedure details: To a solution of tert-butyl 2-((2-(5-chloro-1H-pyrrolo[2,3-b]pyridin-3-yl)-5-fluoropyrimidin-4-ylamino)methyl)-4,4-difluoropiperidine-1-carboxylate, 13k, (0.09 g, 0.18 mmol) in 2-propanol (2 mL) was added propan-2-ol hydrochloride (2 mL of 6 M, 12.00 mmol). After stirring the reaction mixture at room temperature for 17 hours, an additional 1 mL of IPA/HCl was added and the reaction mixture was heated at 45° C. for 1 hour. All volatiles were removed at reduced pressure and the residue was used di... Starting materials: Cl.FC=1C=C(CNC(=O)[C@@H]2N(CCNC2)S(=O)(=O)C2=CC=C(C=C2)C(F)(F)F)C=CC1OC(F)(F)F ((R)-1-(4-trifluoromethyl-benzenesulfonyl)-piperazine-2-carboxylic acid 3-fluoro-4-trifluoromethoxy-benzylamide hydrochloride), ClC=1SC2=C(N=C(N=C2Cl)C2CC2)N1 (2,7-dichloro-5-cyclopropyl-thiazolo[4,5-d]pyrimidine), C(C)(C)N(C(C)C)CC (N,N-diisopropylethylamine). The solvent is C(Cl)(Cl)Cl (chloroform). Conditions: time 2 hour. Yields the product FC=1C=C(CNC(=O)[C@@H]2N(CCN(C2)C=2SC3=C(N=C(N=C3Cl)C3CC3)N2)S(=O)(=O)C2=CC=C(C=C2)C(F)(F)F)C=CC1OC(F)(F)F ((R)-4-(7-chloro-5-cyclopropyl-thiazolo[4,5-d]pyrimidin-2-yl)-1-(4-trifluoromethyl-benzenesulfonyl)-piperazine-2-carboxylic acid 3-fluoro-4-trifluoromethoxy-benzylamide). The yield is 74.1%. Reaction SMILES: Cl.[F:2][C:3]1[CH:4]=[C:5]([CH:29]=[CH:30][C:31]=1[O:32][C:33]([F:36])([F:35])[F:34])[CH2:6][NH:7][C:8]([C@H:10]1[CH2:15][NH:14][CH2:13][CH2:12][N:11]1[S:16]([C:19]1[CH:24]=[CH:23][C:22]([C:25]([F:28])([F:27])[F:26])=[CH:21][CH:20]=1)(=[O:18])=[O:17])=[O:9].Cl[C:38]1[S:39][C:40]2[C:45]([Cl:46])=[N:44][C:43]([CH:47]3[CH2:49][CH2:48]3)=[N:42][C:41]=2[N:50]=1.C(N(CC)C(C)C)(C)C>C(Cl)(Cl)Cl>[F:2][C:3]1[CH:4]=[C:5]([CH:29]=[CH:30][C:31]=1[O:32][C:33]([F:36])([F:34])[F:35])[CH2:6][NH:7][C:8]([C@H:10]1[CH2:15][N:14]([C:38]2[S:39][C:40]3[C:45]([Cl:46])=[N:44][C:43]([CH:47]4[CH2:48][CH2:49]4)=[N:42][C:41]=3[N:50]=2)[CH2:13][CH2:12][N:11]1[S:16]([C:19]1[CH:24]=[CH:23][C:22]([C:25]([F:28])([F:27])[F:26])=[CH:21][CH:20]=1)(=[O:17])=[O:18])=[O:9] |f:0.1|. Procedure: To a mixture of the crude product (about 0.095 mmol) obtained in Step 5 and 2,7-dichloro-5-cyclopropyl-thiazolo[4,5-d]pyrimidine (24 mg) in chloroform (1.0 ml) was added N,N-diisopropylethylamine (42 μl) at room temperature. After stirring at room temperature for 2 hr, the reaction mixture was concentrated under reduced pressure, and the residue was purified by thin layer silica gel chromatography (methanol:chloroform=1:10) to give the title compound (52 mg). 1H-NMR (CDCl3, 300 MHz) δ: 1.03-1.09... Starting materials: C(N)(=O)C=1C(=NN2C1C=CC=C2)N(C)C (3-carbamoyl-2-dimethylaminopyrazolo[1,5-a]pyridine). Run in Cl (hydrochloric acid). Yields the product CN(C1=NN2C(C=CC=C2)=C1)C (2-dimethylaminopyrazolo[1,5-a]pyridine). Isolated yield 50.4%. As a reaction SMILES: C([C:4]1[C:5]([N:13]([CH3:15])[CH3:14])=[N:6][N:7]2[CH:12]=[CH:11][CH:10]=[CH:9][C:8]=12)(=O)N>Cl>[CH3:14][N:13]([CH3:15])[C:5]1[CH:4]=[C:8]2[CH:9]=[CH:10][CH:11]=[CH:12][N:7]2[N:6]=1. Procedure: A mixture of 3.25g (1.6 × 10-2 mole) of 3-carbamoyl-2-dimethylaminopyrazolo[1,5-a]pyridine and 100 ml of concentrated hydrochloric acid was refluxed for 5 hours. After cooling, the solution was made to alkali and extracted with chloroform. The chloroform solution was dried over sodium sulfate and concentrated. The residue was column-chromatographed over alumina. The elution with methylene chloride gave crude product, which was recrystallized from n-hexane to give 1.3g of colorless needles, mp 51... Product: O=C(C(c1ccccc1)c1ccccc1)N1CCOCC1. Conditions: temperature 25 celsius, time 2 hour. Reactants: O=C(O)C(c1ccccc1)c1ccccc1, C1COCCN1. Run in CN(C)C=O (DMF), CN(C)C=O (DMF), CN(C)C=O (DMF), CN(C)C=O (DMF), CN(C)C=O (DMF), CN(C)C=O (DMF). As a reaction SMILES: C1COCCN1.O=C(O)C(c1ccccc1)c1ccccc1.C1CCC(CC1)N=C=NC2CCCCC2.C1=C(C(=CC(=C1Cl)Cl)Cl)[O-].[Na+].CN1CCOCC1.CN(C)C=O>>O=C(C(c1ccccc1)c1ccccc1)N1CCOCC1. Isolated yield 12.8%. Reagents/catalysts: C1CCC(CC1)N=C=NC2CCCCC2 (DCC), CN1CCOCC1 (NMM), Oc1cc(Cl)c(Cl)cc1Cl (2,4,5-Trichlorophenol). Starting materials: C(C)(C)(C)C=1C=C2C=NN(C(C2=C(C1)F)=O)C1=NC=CC(=C1C=O)C=1C=C(N(C1)C)C(=O)N (4-(2-(6-tert-butyl-8-fluoro-1-oxophthalazin-2(1H)-yl)-3-formylpyridin-4-yl)-1-methyl-1H-pyrrole-2-carboxamide), C(Cl)Cl (CH2Cl2), CO (MeOH), [BH4-].[Na+] (Sodium borohydride). The solvent is CCOC(=O)C (EtOAc). Conditions: time 1 hour. Product: C(C)(C)(C)C=1C=C2C=NN(C(C2=C(C1)F)=O)C1=NC=CC(=C1CO)C=1C=C(N(C1)C)C(=O)N (4-[2-(6-tert-Butyl-8-fluoro-1-oxo-1H-phthalazin-2-yl)-3-hydroxymethyl-pyridin-4-yl]-1-methyl-1H-pyrrole-2-carboxylic acid amide). The yield is 49.8%. RXN SMILES: [C:1]([C:5]1[CH:6]=[C:7]2[C:12](=[C:13]([F:15])[CH:14]=1)[C:11](=[O:16])[N:10]([C:17]1[C:22]([CH:23]=[O:24])=[C:21]([C:25]3[CH:26]=[C:27]([C:31]([NH2:33])=[O:32])[N:28]([CH3:30])[CH:29]=3)[CH:20]=[CH:19][N:18]=1)[N:9]=[CH:8]2)([CH3:4])([CH3:3])[CH3:2].C(Cl)Cl.CO.[BH4-].[Na+]>CCOC(C)=O>[C:1]([C:5]1[CH:6]=[C:7]2[C:12](=[C:13]([F:15])[CH:14]=1)[C:11](=[O:16])[N:10]([C:17]1[C:22]([CH2:23][OH:24])=[C:21]([C:25]3[CH:26]=[C:27]([C:31]([NH2:33])=[O:32])[N:28]([CH3:30])[CH:29]=3)[CH:20]=[CH:19][N:18]=1)[N:9]=[CH:8]2)([CH3:4])([CH3:2])[CH3:3] |f:3.4|. Procedure details: In a 25 mL pear-shaped flask, 4-(2-(6-tert-butyl-8-fluoro-1-oxophthalazin-2(1H)-yl)-3-formylpyridin-4-yl)-1-methyl-1H-pyrrole-2-carboxamide (28 mg, 62.6 μmol, Eq: 1.00) was combined with CH2Cl2 (3 ml) and MeOH (1 ml) to give a colorless solution. Sodium borohydride (4.73 mg, 125 μmol, Eq: 2.00) was added. The reaction mixture was stirred for 1 h. The reaction mixture was poured into EtOAc (25 mL) and extracted with sat NH4Cl (3×10 mL). The organic layers were dried over MgSO4 and concentrated in... RXN SMILES: [CH2:1](CC(O)=O)[CH3:2].[C:7]([O:10][CH2:11][C:12]1[CH2:13][S:14][C@@H:15]2[C@H:22]([NH:23][C:24](=[O:34])[C:25](=[N:32][OH:33])[C:26]3[CH:31]=[CH:30][CH:29]=[CH:28][CH:27]=3)[C:21](=[O:35])[N:16]2[C:17]=1[C:18]([OH:20])=[O:19])(=[O:9])[CH3:8].[N-:36]=[C:37]=[O:38]>>[C:7]([O:10][CH2:11][C:12]1[CH2:13][S:14][C@@H:15]2[C@H:22]([NH:23][C:24](=[O:34])[C:25](=[N:32][O:33][C:37](=[O:38])[NH:36][CH2:1][CH3:2])[C:26]3[CH:31]=[CH:30][CH:29]=[CH:28][CH:27]=3)[C:21](=[O:35])[N:16]2[C:17]=1[C:18]([OH:20])=[O:19])(=[O:9])[CH3:8] |f:0.1|. Run at time 1 hour. The yield is 47.0%. Reported procedure: To ethyl ioscyanate (5 ml.) was added (3-acetoxymethyl-7β-(2-hydroxyimino-2-phenylacetamido)ceph-3-em-4-carboxylic acid ethyl acetate solvate (syn-isomer) (0.9 g.) and the mixtue stirred for one hour at room temperature. Two further portions of the isocyanate (5 ml.) were added, over a period of 2 hours. The mixture was then allowed to stand for 1 hour, and poured into petroleum (b.p. 40°-60°; 250 ml.) and the resulting precipitate collected, washed thoroughly with petroleum and dried. The solid... Reactants: C(C)CC(=O)O.C(C)(=O)OCC=1CS[C@H]2N(C1C(=O)O)C([C@H]2NC(C(C2=CC=CC=C2)=NO)=O)=O (3-acetoxymethyl-7β-(2-hydroxyimino-2-phenylacetamido)ceph-3-em-4-carboxylic acid ethyl acetate), [N-]=C=O (isocyanate). The solvent is petroleum. The product is C(C)(=O)OCC=1CS[C@H]2N(C1C(=O)O)C([C@H]2NC(C(C2=CC=CC=C2)=NOC(NCC)=O)=O)=O (3-Acetoxymethyl-7β-(2-ethylcarbamoyloxyimino-2-phenylacetamido)ceph-3-em4-carboxylic acid). Reactants: resultant product, C(C)C1=CC=C(C=O)C=C1 (4-ethylbenzaldehyde), compound 1.2, C(C)(C)(C)NC([C@H](CNCC1=C(C=C(C=C1)Br)C)NC(CNC(C1=C(C=CC(=C1)C(F)(F)F)N)=O)=O)=O ((2S)-N-tert-Butyl-2-[[[[2-amino-5-(trifluoromethyl)benzoyl]amino]acetyl]amino]-3-[[(4-bromo, 2-methylphenyl)methyl]amino]-propanamide). Product: C(C)C1=CC=C(C=C1)CNC[C@@H]([C@H](CCC)O)NC(CNC(C1=C(C=CC(=C1)C(F)(F)F)NC(=O)NC(C)C)=O)=O (N-[2-[[(1S, 2S)-1-[[[(4-ethylphenyl)methyl]amino]methyl]-2-(hydroxy)pentyl]amino]-2-oxoethyl]-2-[[(isopropylamino)carbonyl]amino]-5-(trifluoromethyl)benzamide), 1S. RXN SMILES: C(N[C:6](=[O:37])[C@@H:7]([NH:19][C:20](=[O:36])[CH2:21][NH:22][C:23](=[O:35])[C:24]1[CH:29]=[C:28]([C:30]([F:33])([F:32])[F:31])[CH:27]=[CH:26][C:25]=1[NH2:34])[CH2:8][NH:9][CH2:10]C1C=CC(Br)=CC=1C)(C)(C)C.[CH2:38]([C:40]1[CH:47]=[CH:46][C:43](C=O)=[CH:42][CH:41]=1)[CH3:39]>>[CH2:38]([C:40]1[CH:41]=[CH:42][C:43]([CH2:10][NH:9][CH2:8][C@H:7]([NH:19][C:20](=[O:36])[CH2:21][NH:22][C:23](=[O:35])[C:24]2[CH:29]=[C:28]([C:30]([F:31])([F:32])[F:33])[CH:27]=[CH:26][C:25]=2[NH:34][C:20]([NH:19][CH:7]([CH3:8])[CH3:6])=[O:36])[C@@H:6]([OH:37])[CH2:23][CH2:24][CH3:25])=[CH:46][CH:47]=1)[CH3:39]. Reported procedure: The compound 1.2 (Z=—C(O)—, R2=2-(isopropylaminocarbonyl)amino-5-(trifluoromethyl)phenyl, all other R=H; cf. procedure (65a); 0.93 g, 2.67 mmol) and (2S, 3S)-11.5 (l=m=0, PGN=CbzHN, R=propynyl, all other R=H; cf. procedure (68a); 1.0 g, 2.76 mmol) were combined in procedure (1c). A portion (52 mg, 0.11 mmol) of the resultant product was combined with 4-ethylbenzaldehyde (0.015 mL, 0.11 mmol) and taken through procedure (1d). The crude product was purified by RP-HPLC to afford the title compound ...